From a dataset of the Open Reaction Database (ORD), a public repository of structured organic reaction records. describe an organic reaction: reactants, conditions, products, and yield Starting materials: C(C)SC1=C(C=CC=C1)C1=NC=2C(=NC=C(C2)C(F)(F)F)N1 (2-(2-ethylsulfanylphenyl)-6-trifluoromethyl-3H-imidazo[4,5-b]pyridine), CN(C)C=O (DMF), [H-].[Na+] (sodium hydride), C(C)OCCl (chloromethyl ethyl ether). Solvent: O (water). Reaction conditions: time 5 hour. Product: C(C)OCN1C(=NC=2C1=NC=C(C2)C(F)(F)F)C2=C(C=CC=C2)SCC (3-ethoxymethyl-2-(2-ethylsulfanylphenyl)-6-trifluoromethyl-3H-imidazo[4,5-b]pyridine). Reaction SMILES: [CH2:1]([S:3][C:4]1[CH:9]=[CH:8][CH:7]=[CH:6][C:5]=1[C:10]1[NH:22][C:13]2=[N:14][CH:15]=[C:16]([C:18]([F:21])([F:20])[F:19])[CH:17]=[C:12]2[N:11]=1)[CH3:2].CN(C=O)C.[H-].[Na+].[CH2:30]([O:32][CH2:33]Cl)[CH3:31]>O>[CH2:30]([O:32][CH2:33][N:22]1[C:13]2=[N:14][CH:15]=[C:16]([C:18]([F:21])([F:19])[F:20])[CH:17]=[C:12]2[N:11]=[C:10]1[C:5]1[CH:6]=[CH:7][CH:8]=[CH:9][C:4]=1[S:3][CH2:1][CH3:2])[CH3:31] |f:2.3|. Reported procedure: To a mixture of 2-(2-ethylsulfanylphenyl)-6-trifluoromethyl-3H-imidazo[4,5-b]pyridine (270 mg) and DMF (10 ml), 60% of sodium hydride (in oil) (80 mg) and chloromethyl ethyl ether (118 μl) were sequentially added under ice-cooling. The mixture was heated to room temperature, and stirred for 5 hours. Into the reaction mixture, water was poured, and extracted with ethyl acetate. The organic layer was dried over sodium sulfate, and concentrated under reduced pressure. The resulting residue was subj... The reactants are NCCc1cccc(Br)c1, O=C(Cl)c1ccccc1Cl, ClCCl, O. Product: O=C(NCCc1cccc(Br)c1)c1ccccc1Cl. Reaction SMILES: [Br:1][c:2]1[cH:3][c:4]([CH2:5][CH2:6][NH2:7])[cH:8][cH:9][cH:10]1.[Cl:11][c:12]1[c:13]([C:14](=[O:15])[Cl:16])[cH:17][cH:18][cH:19][cH:20]1.[Cl:22][CH2:23][Cl:24].[OH2:21]>>[Br:1][c:2]1[cH:3][c:4]([CH2:5][CH2:6][NH:7][C:14]([c:13]2[c:12]([Cl:11])[cH:20][cH:19][cH:18][cH:17]2)=[O:15])[cH:8][cH:9][cH:10]1. Reactants: C([O-])([O-])=O.[K+].[K+] (potassium carbonate), P(=S)(OCC)(OCC)Cl (O,O-diethyl chlorothiophosphate), C(=O)(OC)C=1SC(=CC1O)C(=O)OC (2,5-dicarbomethoxy-3-hydroxy-thiophene). The solvent is CC(=O)C (acetone). Conditions: temperature 20 celsius, time 15 hour. Product: C(=O)(OC)C=1SC(=CC1OP(=S)(OCC)OCC)C(=O)OC (2,5-dicarbomethoxy-3-(diethoxythiophosphoryloxy)-thiophene). Yield: 48.9%. Reaction SMILES: C(=O)([O-])[O-].[K+].[K+].[P:7](Cl)([O:12][CH2:13][CH3:14])([O:9][CH2:10][CH3:11])=[S:8].[C:16]([C:20]1[S:21][C:22]([C:26]([O:28][CH3:29])=[O:27])=[CH:23][C:24]=1[OH:25])([O:18][CH3:19])=[O:17]>CC(C)=O>[C:16]([C:20]1[S:21][C:22]([C:26]([O:28][CH3:29])=[O:27])=[CH:23][C:24]=1[O:25][P:7]([O:12][CH2:13][CH3:14])([O:9][CH2:10][CH3:11])=[S:8])([O:18][CH3:19])=[O:17] |f:0.1.2|. Reported procedure: 7 g of potassium carbonate and 8.9 g of O,O-diethyl chlorothiophosphate were added to a solution of 10.9 g of 2,5-dicarbomethoxy-3-hydroxy-thiophene in 500 ml of acetone and the mixture was stirred for 15 hours at 20° C. and was then filtered. The filtrate was evaporated to dryness and the residue was empasted with a 10-1 petroleum ether-isopropyl ether mixture. The mixture was vacuum filtered and the precipitate was crystallized from ethanol to obtain 8.5 g of 2,5-dicarbomethoxy-3-(diethoxythio... Reactants: C1(=CC=CC=C1)P(C1=CC=CC=2C(C3=CC=CC(=C3OC12)P(C1=CC=CC=C1)C1=CC=CC=C1)(C)C)C1=CC=CC=C1 (4,5-bis(diphenylphosphino)-9,9-dimethylxanthene), BrC=1C=CC=2N(C1)N=C(N2)C=2C=NC=CC2 (6-bromo-2-(pyridin-3-yl)-[1,2,4]triazolo[1,5-a]pyridine), C(N)(OC(C)(C)C)=O (tert-butyl carbamate), C([O-])([O-])=O.[Cs+].[Cs+] (cesium carbonate). The reagents and catalysts are C=1C=CC(=CC1)/C=C/C(=O)/C=C/C2=CC=CC=C2.C=1C=CC(=CC1)/C=C/C(=O)/C=C/C2=CC=CC=C2.C=1C=CC(=CC1)/C=C/C(=O)/C=C/C2=CC=CC=C2.[Pd].[Pd] (tris(dibenzylideneacetone)dipalladium(0)). Run in O1CCOCC1 (1,4-dioxane). Reaction conditions: time 18 hour. The product is C(C)(C)(C)OC(NC=1C=CC=2N(C1)N=C(N2)C=2C=NC=CC2)=O ((2-pyridin-3-yl-[1,2,4]triazolo[1,5-a]pyridin-6-yl)-carbamic acid tert-butyl ester). Yield: 72.3%. Reaction SMILES: Br[C:2]1[CH:3]=[CH:4][C:5]2[N:6]([N:8]=[C:9]([C:11]3[CH:12]=[N:13][CH:14]=[CH:15][CH:16]=3)[N:10]=2)[CH:7]=1.[C:17](=[O:24])([O:19][C:20]([CH3:23])([CH3:22])[CH3:21])[NH2:18].C(=O)([O-])[O-].[Cs+].[Cs+].C1(P(C2C=CC=CC=2)C2C3OC4C(=CC=CC=4P(C4C=CC=CC=4)C4C=CC=CC=4)C(C)(C)C=3C=CC=2)C=CC=CC=1>O1CCOCC1.C1C=CC(/C=C/C(/C=C/C2C=CC=CC=2)=O)=CC=1.C1C=CC(/C=C/C(/C=C/C2C=CC=CC=2)=O)=CC=1.C1C=CC(/C=C/C(/C=C/C2C=CC=CC=2)=O)=CC=1.[Pd].[Pd]>[C:20]([O:19][C:17](=[O:24])[NH:18][C:2]1[CH:3]=[CH:4][C:5]2[N:6]([N:8]=[C:9]([C:11]3[CH:12]=[N:13][CH:14]=[CH:15][CH:16]=3)[N:10]=2)[CH:7]=1)([CH3:23])([CH3:22])[CH3:21] |f:2.3.4,7.8.9.10.11|. Reported procedure: A mixture of 6-bromo-2-(pyridin-3-yl)-[1,2,4]triazolo[1,5-a]pyridine (1.65 g, 6.00 mmol), tert-butyl carbamate (843 mg, 7.2 mmol) and cesium carbonate (2.74 g, 8.4 mmol) in 1,4-dioxane (37.8 ml) was purged with argon. Then tris(dibenzylideneacetone)dipalladium(0) (330 mg, 360 μmol) and 4,5-bis(diphenylphosphino)-9,9-dimethylxanthene (416 mg, 720 μmol) were added and the purging was repeated. The mixture was heated to reflux and stirred for 18 hours under argon atmosphere. After evaporation to dr... The reactants are O=C(O)c1cccnc1, Oc1ccc(C2CCCCCCCCCCC2)cc1, [Cl-], Cl, O, c1ccncc1. Yields the product O=C(Oc1ccc(C2CCCCCCCCCCC2)cc1)c1cccnc1. Reaction SMILES: [C:22]([c:23]1[cH:24][n:25][cH:26][cH:27][cH:28]1)(=[O:29])[OH:30].[CH:1]1([c:13]2[cH:14][cH:15][c:16]([OH:19])[cH:17][cH:18]2)[CH2:2][CH2:3][CH2:4][CH2:5][CH2:6][CH2:7][CH2:8][CH2:9][CH2:10][CH2:11][CH2:12]1.[Cl-:21].[ClH:20].[OH2:31].[cH:32]1[cH:33][cH:34][n:35][cH:36][cH:37]1>>[CH:1]1([c:13]2[cH:14][cH:15][c:16]([O:19][C:22]([c:23]3[cH:24][n:25][cH:26][cH:27][cH:28]3)=[O:29])[cH:17][cH:18]2)[CH2:2][CH2:3][CH2:4][CH2:5][CH2:6][CH2:7][CH2:8][CH2:9][CH2:10][CH2:11][CH2:12]1. Starting materials: Cl.OCC=1N=CNC1 (4-hydroxymethylimidazole hydrochloride), S(=O)(Cl)Cl (thionyl chloride), CC1(NC2=CC=CC=C2C(C1)C)C (2,2,4-trimethyl-1,2,3,4-tetrahydroquinoline). Run in CN(C)C=O (DMF). Run at time 2 hour. Product: CC1(N(C2=CC=CC=C2C(C1)C)CC=1N=CNC1)C (4-[1-(2,2,4-trimethyl-1,2,3,4-tetrahydroquinolyl)methyl]imidazole). Isolated yield 39.0%. Reaction SMILES: Cl.O[CH2:3][C:4]1[N:5]=[CH:6][NH:7][CH:8]=1.S(Cl)(Cl)=O.[CH3:13][C:14]1([CH3:25])[CH2:23][CH:22]([CH3:24])[C:21]2[C:16](=[CH:17][CH:18]=[CH:19][CH:20]=2)[NH:15]1>CN(C=O)C>[CH3:13][C:14]1([CH3:25])[CH2:23][CH:22]([CH3:24])[C:21]2[C:16](=[CH:17][CH:18]=[CH:19][CH:20]=2)[N:15]1[CH2:3][C:4]1[N:5]=[CH:6][NH:7][CH:8]=1 |f:0.1|. Procedure: In 10 ml of ethanol was dissolved 2.0 g (11.5 millimoles) of 1,2-dihydro-2,2,4-trimethylquinoline, and 0.4 g of 10% Pd-C was added to the solution and reaction was carried out at 60° C. in a hydrogen atmosphere for 7 hours. The catalyst was removed by filtration and the filtrate was concentrated under reduced pressure to obtain 1.8 g (the yield was 89%) of 2,2,4-trimethyl-1,2,3,4-tetrahydroquinoline in the form of a light-brown oil. To 0.5 g (3.7 millimoles) of 4-hydroxymethylimidazole hydrochlo... The reactants are CCO, O=C(c1cccnc1)c1ccc(Cl)c([N+](=O)[O-])c1, N. Product: Nc1ccc(C(=O)c2cccnc2)cc1[N+](=O)[O-]. RXN SMILES: [CH3:20][CH2:21][OH:22].[N+:1](=[O:2])([O-:3])[c:4]1[cH:5][c:6]([C:7](=[O:8])[c:9]2[cH:10][n:11][cH:12][cH:13][cH:14]2)[cH:15][cH:16][c:17]1[Cl:18].[NH3:19]>>[N+:1](=[O:2])([O-:3])[c:4]1[cH:5][c:6]([C:7](=[O:8])[c:9]2[cH:10][n:11][cH:12][cH:13][cH:14]2)[cH:15][cH:16][c:17]1[NH2:19].